This data is from the Open Reaction Database (ORD), a public repository of structured organic reaction records. The task is: describe an organic reaction: reactants, conditions, products, and yield Starting materials: CO, Cl, NO, CC(C=O)NC(=O)OC(C)(C)C, c1ccncc1. Yields the product CC(C=NO)NC(=O)OC(C)(C)C. As a reaction SMILES: [CH3:22][OH:23].[ClH:13].[NH2:14][OH:15].[O:1]=[CH:2][CH:3]([CH3:4])[NH:5][C:6]([O:7][C:8]([CH3:9])([CH3:10])[CH3:11])=[O:12].[cH:16]1[cH:17][cH:18][n:19][cH:20][cH:21]1>>[CH:2]([CH:3]([CH3:4])[NH:5][C:6]([O:7][C:8]([CH3:9])([CH3:10])[CH3:11])=[O:12])=[N:14][OH:15]. Reactants: C(CCC)[Li] (n-butyllithium), 6,6-dibenzofulvene, C(C)(C)(C)OC (tert-butylmethylether), C1=C(C=CC2=CC=CC=C12)C1=CC=2CC3=CC(=C(C=C3C2C=C1C(C)(C)C)C(C)(C)C)C1=CC2=CC=CC=C2C=C1 (2,7-di(2-naphthyl)-3,6-ditert-butyl-fluorene), Example 1-1 ( iii ), Cl (hydrochloric acid). Run in CCCCCC (hexane), C(C)OCC (diethylether). The product is C(C1=CC=CC=C1)C(CC1=CC=CC=C1)=C1C(=C(C(=C2C=C3C=C(C(=CC3=C12)C(C)(C)C)C1=CC2=CC=CC=C2C=C1)C1C=CC=C1)C1=CC2=CC=CC=C2C=C1)C(C)(C)C (dibenzylmethylene(cyclopentadienyl)(2,7-di[2-naphthyl]-3,6-ditert-butylfluorene)). Yield: 53.0%. As a reaction SMILES: [C:1](OC)([CH3:4])([CH3:3])[CH3:2].[CH:7]1[C:16]2[C:11](=[CH:12][CH:13]=[CH:14][CH:15]=2)[CH:10]=[CH:9][C:8]=1[C:17]1[C:29]([C:30]([CH3:33])([CH3:32])[CH3:31])=[CH:28][C:27]2[C:26]3[C:21](=[CH:22][C:23]([C:38]4[CH:47]=[CH:46][C:45]5[C:40](=[CH:41][CH:42]=[CH:43][CH:44]=5)[CH:39]=4)=[C:24]([C:34]([CH3:37])([CH3:36])[CH3:35])[CH:25]=3)[CH2:20][C:19]=2[CH:18]=1.[CH2:48]([Li])[CH2:49][CH2:50][CH3:51].Cl>C(OCC)C.CCCCCC>[CH2:2]([C:51](=[C:28]1[C:27]2[C:19]([CH:20]=[C:21]3[C:26]=2[CH:25]=[C:24]([C:34]([CH3:37])([CH3:36])[CH3:35])[C:23]([C:38]2[CH:47]=[CH:46][C:45]4[C:40](=[CH:41][CH:42]=[CH:43][CH:44]=4)[CH:39]=2)=[CH:22]3)=[C:18]([CH:21]2[CH:26]=[CH:27][CH:19]=[CH:20]2)[C:17]([C:8]2[CH:9]=[CH:10][C:11]3[C:16](=[CH:15][CH:14]=[CH:13][CH:12]=3)[CH:7]=2)=[C:29]1[C:30]([CH3:31])([CH3:32])[CH3:33])[CH2:50][C:49]1[CH:48]=[CH:16][CH:7]=[CH:8][CH:9]=1)[C:1]1[CH:4]=[CH:10][CH:11]=[CH:12][CH:3]=1. Reported procedure: Under a nitrogen atmosphere, 80 mL of dehydrated tert-butylmethylether was added to 0.82 g (1.54 mmol) of 2,7-di(2-naphthyl)-3,6-ditert-butyl-fluorene, and the mixture was stirred. This solution was cooled in an ice bath, and 1.10 mL (1.76 mmol) of a 1.60 mol/L hexane solution of n-butyllithium was added. The mixture was stirred at room temperature for 22 hours. To the yellow suspension thus obtained, 0.44 g (1.70 mmol) of 6,6-dibenzofulvene synthesized in Synthesis Example 1-1 (iii) was added, ... Starting materials: C1(C=2C(C(N1)=O)=CC=CC2)=O.[K] (potassium phthalimide), S(=O)(=O)(C1=CC=C(C)C=C1)OC(C)C#C (2-tosyloxy-3-butyne). The solvent is CN(C)C=O (DMF). Product: C1(C=2C(C(N1C(C)C#C)=O)=CC=CC2)=O (2-phthalimido-3-butyne). Reaction SMILES: [C:1]1(=[O:11])[NH:5][C:4](=[O:6])[C:3]2=[CH:7][CH:8]=[CH:9][CH:10]=[C:2]12.[K].S(OC(C#C)C)([C:16]1[CH:22]=CC(C)=[CH:18][CH:17]=1)(=O)=O>CN(C=O)C>[C:1]1(=[O:11])[N:5]([CH:17]([C:16]#[CH:22])[CH3:18])[C:4](=[O:6])[C:3]2=[CH:7][CH:8]=[CH:9][CH:10]=[C:2]12 |f:0.1,^1:11|. Procedure details: To a solution of potassium phthalimide (0.275 mole) in DMF (20 ml), 2-tosyloxy-3-butyne (0.25 mole) is added and allowed to react for 3 hours at 70° C. After cooling, the reaction mixture is extracted with chloroform and the chloroform layer is washed and dried. Removal of the chloroform, in vacuo, yields crude 2-phthalimido-3-butyne. Reactants: solid, ClC1=C(C=C(C=C1)C1=CCN(CC1)C1CC(CCC1)C(=O)N)N[C@H](C)C1=C(C=C(C=C1)Cl)Cl (3-(4-(4-chloro-3-((R)-1-(2,4-dichlorophenyl)ethylamino)phenyl)-5,6-dihydropyridin-1(2H)-yl)cyclohexanecarboxamide), C26H33Cl3N3O. Reagents/catalysts: [Pd] (palladium on carbon), Cl (hydrochloric acid). Solvent: C(C)O (ethanol), C(C)O (ethanol). Conditions: time 1 hour. Yields the product ClC1=C(C=C(C=C1)C1CCN(CC1)[C@H]1C[C@@H](CCC1)C(=O)N)N[C@H](C)C1=C(C=C(C=C1)Cl)Cl ((1R,3R)-3-(4-(4-chloro-3-((R)-1-(2,4-dichlorophenyl)ethylamino)phenyl)piperidin-1-yl)cyclohexanecarboxamide). RXN SMILES: [Cl:1][C:2]1[CH:7]=[CH:6][C:5]([C:8]2[CH2:13][CH2:12][N:11]([CH:14]3[CH2:19][CH2:18][CH2:17][CH:16]([C:20]([NH2:22])=[O:21])[CH2:15]3)[CH2:10][CH:9]=2)=[CH:4][C:3]=1[NH:23][C@@H:24]([C:26]1[CH:31]=[CH:30][C:29]([Cl:32])=[CH:28][C:27]=1[Cl:33])[CH3:25]>[Pd].C(O)C.Cl>[Cl:1][C:2]1[CH:7]=[CH:6][C:5]([CH:8]2[CH2:13][CH2:12][N:11]([C@@H:14]3[CH2:19][CH2:18][CH2:17][C@@H:16]([C:20]([NH2:22])=[O:21])[CH2:15]3)[CH2:10][CH2:9]2)=[CH:4][C:3]=1[NH:23][C@@H:24]([C:26]1[CH:31]=[CH:30][C:29]([Cl:32])=[CH:28][C:27]=1[Cl:33])[CH3:25]. Procedure: A mixture of the 3-(4-(4-chloro-3-((R)-1-(2,4-dichlorophenyl)ethylamino)phenyl)-5,6-dihydropyridin-1(2H)-yl)cyclohexanecarboxamide (0.154 g, 0.20 mmol), palladium on carbon (Pd/C) (10% by weight, 0.05 g) in ethanol (7 mL) containing concentrated hydrochloric acid (4 drops) in a Paar shaker flask was hydrogenated at 25 psi for 1 h. The reaction mixture was diluted with ethanol, and filtered through Celite. The filtrate was concentrated in vacuo, and the resulting residue was purified by flash chr... Reactants: D1, COC1=C(CON2C(NC3=C(C2=O)OC2=C3C=CC=C2)=O)C=CC(=C1)OC (3-(2,4-Dimethoxy-benzyloxy)-1H-benzo[4,5]furo[3,2-d]pyrimidine-2,4-dione), ClCC=1N=C(SC1)C (4-(chloromethyl)-2-methyl-1,3-thiazole). Product: ON1C(N(C2=C(C1=O)OC1=C2C=CC=C1)CC=1N=C(SC1)C)=O (3-Hydroxy-1-(2-methyl-thiazol-4-ylmethyl)-1H-benzo[4,5]furo[3,2-d]pyrimidine-2,4-dione). As a reaction SMILES: COC1C=C(OC)C=CC=1C[O:6][N:7]1[C:12](=[O:13])[C:11]2[O:14][C:15]3[CH:20]=[CH:19][CH:18]=[CH:17][C:16]=3[C:10]=2[NH:9][C:8]1=[O:21].Cl[CH2:29][C:30]1[N:31]=[C:32]([CH3:35])[S:33][CH:34]=1>>[OH:6][N:7]1[C:12](=[O:13])[C:11]2[O:14][C:15]3[CH:20]=[CH:19][CH:18]=[CH:17][C:16]=3[C:10]=2[N:9]([CH2:29][C:30]2[N:31]=[C:32]([CH3:35])[S:33][CH:34]=2)[C:8]1=[O:21]. Procedure details: Following general procedure B2 and D1, 3-(2,4-Dimethoxy-benzyloxy)-1H-benzo[4,5]furo[3,2-d]pyrimidine-2,4-dione was alkylated with 4-(chloromethyl)-2-methyl-1,3-thiazole and subsequently deprotected to provide the title compound as a white solid. 1H NMR (d6-DMSO, 300 MHz) δ 2.59 (s, 3H); 5.54 (s, 2H); 7.38 (dd, J=8 Hz, 1H); 7.44 (s, 1H); 7.62 (dd, J=8 Hz, 1H); 7.81 (d, J=8 Hz, 1H); 7.87 (d, J=8 Hz, 1H); Ret. time=2.01 min., m/z=330.0.